From a dataset of the Open Reaction Database (ORD), a public repository of structured organic reaction records. describe an organic reaction: reactants, conditions, products, and yield Starting materials: CC(C)(C)OC(=O)N(CCS(C)(=O)=O)Cc1ccc(-c2cc3nccc(Oc4ccc(NC(=O)NC5CC5)cc4F)c3s2)nc1, ClCCl, O=C(O)C(F)(F)F. Yields the product CS(=O)(=O)CCNCc1ccc(-c2cc3nccc(Oc4ccc(NC(=O)NC5CC5)cc4F)c3s2)nc1. Reaction SMILES: [CH:1]1([NH:4][C:5]([NH:6][c:7]2[cH:8][c:9]([F:44])[c:10]([O:11][c:12]3[c:13]4[c:14]([n:15][cH:16][cH:17]3)[cH:18][c:19](-[c:21]3[cH:22][cH:23][c:24]([CH2:27][N:28]([C:29](=[O:30])[O:31][C:32]([CH3:33])([CH3:34])[CH3:35])[CH2:36][CH2:37][S:38](=[O:39])(=[O:40])[CH3:41])[cH:25][n:26]3)[s:20]4)[cH:42][cH:43]2)=[O:45])[CH2:2][CH2:3]1.[Cl:53][CH2:54][Cl:55].[F:46][C:47]([F:48])([F:49])[C:50]([OH:51])=[O:52]>>[CH:1]1([NH:4][C:5]([NH:6][c:7]2[cH:8][c:9]([F:44])[c:10]([O:11][c:12]3[c:13]4[c:14]([n:15][cH:16][cH:17]3)[cH:18][c:19](-[c:21]3[cH:22][cH:23][c:24]([CH2:27][NH:28][CH2:36][CH2:37][S:38](=[O:39])(=[O:40])[CH3:41])[cH:25][n:26]3)[s:20]4)[cH:42][cH:43]2)=[O:45])[CH2:2][CH2:3]1. The reactants are C1(=CC=CC=C1)C1=NN(C(=C1C1=CC=CC=C1)C1=CC=CC=C1)CCCCCCO (3,4,5-triphenyl-lH-pyrazol-1-hexanol), BrCC(=O)OC(C)(C)C (tert-butyl bromoacetate), [OH-].[Na+] (sodium hydroxide), C1(=CC=CC=C1)C (toluene). The reagents and catalysts are S(=O)(=O)(O)[O-].C(CCC)[N+](CCCC)(CCCC)CCCC (tetrabutylammonium hydrogen sulfate). Solvent: O (water). Reaction conditions: time 18 hour. Product: C1(=CC=CC=C1)C1=NN(C(=C1C1=CC=CC=C1)C1=CC=CC=C1)CCCCCCOCC(=O)OC(C)(C)C (1,1-dimethylethyl [[6-(3,4,5-triphenyl-lH-pyrazol-1-yl)hexyl]oxy]acetate). Yield: 95.3%. As a reaction SMILES: [C:1]1([C:7]2[C:11]([C:12]3[CH:17]=[CH:16][CH:15]=[CH:14][CH:13]=3)=[C:10]([C:18]3[CH:23]=[CH:22][CH:21]=[CH:20][CH:19]=3)[N:9]([CH2:24][CH2:25][CH2:26][CH2:27][CH2:28][CH2:29][OH:30])[N:8]=2)[CH:6]=[CH:5][CH:4]=[CH:3][CH:2]=1.Br[CH2:32][C:33]([O:35][C:36]([CH3:39])([CH3:38])[CH3:37])=[O:34].[OH-].[Na+].C1(C)C=CC=CC=1>S([O-])(O)(=O)=O.C([N+](CCCC)(CCCC)CCCC)CCC.O>[C:1]1([C:7]2[C:11]([C:12]3[CH:17]=[CH:16][CH:15]=[CH:14][CH:13]=3)=[C:10]([C:18]3[CH:19]=[CH:20][CH:21]=[CH:22][CH:23]=3)[N:9]([CH2:24][CH2:25][CH2:26][CH2:27][CH2:28][CH2:29][O:30][CH2:32][C:33]([O:35][C:36]([CH3:39])([CH3:38])[CH3:37])=[O:34])[N:8]=2)[CH:2]=[CH:3][CH:4]=[CH:5][CH:6]=1 |f:2.3,5.6|. Reported procedure: A mixture of 3,4,5-triphenyl-lH-pyrazol-1-hexanol (5 g, 12 mmol), tert-butyl bromoacetate (4.92 g, 4.10 mL, 25 mmol), tetrabutylammonium hydrogen sulfate (0.4 g), 50% aqueous sodium hydroxide solution (80 mL) and toluene (80 mL) was stirred vigorously at room temperature. After 18 hours, the reaction mixture was diluted with water (100 mL), the organic layer separated and the aqueous layer extracted twice with diethyl ether. The combined extracts were dried over sodium sulfate and the solvent ev... Starting materials: CSC1=NC=C(C=N1)B1OC(C(O1)(C)C)(C)C (2-(methylthio)-5-(4,4,5,5-tetramethyl-1,3,2-dioxaborolan-2-yl)pyrimidine), B1(OO1)[O-].O.O.O.O.[Na+] (sodium perborate tetrahydrate), CCOC(=O)C (EtOAc). Solvent: C1CCOC1.O (THF H2O). Reaction conditions: time 8 hour. Yields the product CSC1=NC=C(C=N1)O (2-(methylthio)pyrimidin-5-ol). RXN SMILES: [CH3:1][S:2][C:3]1[N:8]=[CH:7][C:6](B2OC(C)(C)C(C)(C)O2)=[CH:5][N:4]=1.B1([O-])O[O:19]1.O.O.O.O.[Na+].CCOC(C)=O>C1COCC1.O>[CH3:1][S:2][C:3]1[N:8]=[CH:7][C:6]([OH:19])=[CH:5][N:4]=1 |f:1.2.3.4.5.6,8.9|. Procedure details: To a stirring solution of 2-(methylthio)-5-(4,4,5,5-tetramethyl-1,3,2-dioxaborolan-2-yl)pyrimidine (from step A) (1.167 g, 4.63 mmol) in THF/H2O (20 mL 1:1) at room temperature under argon was added sodium perborate tetrahydrate (2.137 g, 13.9 mmol). The reaction mixture was stirred at room temperature overnight. The reaction was cooled to room temperature. EtOAc (10 mL) was added to the reaction mixture, which was washed with brine (15 mL×3). Organic phase was dried (MgSO4), filtered and concen... The reactants are CC(C)(C=O)NC(=O)OC(C)(C)C, CC(=O)O[BH-](OC(C)=O)OC(C)=O, ClCCl, CC(C)C(N)c1nc2cc(Cl)ccc2c(=O)n1Cc1ccccc1, [Na+]. Yields the product CC(C)C(NCC(C)(C)NC(=O)OC(C)(C)C)c1nc2cc(Cl)ccc2c(=O)n1Cc1ccccc1. As a reaction SMILES: [C:25]([CH3:26])([CH3:27])([CH3:28])[O:29][C:30]([NH:31][C:32]([CH:33]=[O:34])([CH3:35])[CH3:36])=[O:37].[C:38]([O:39][BH-:40]([O:41][C:42](=[O:43])[CH3:44])[O:45][C:46](=[O:47])[CH3:48])(=[O:49])[CH3:50].[Cl:52][CH2:53][Cl:54].[NH2:1][CH:2]([CH:3]([CH3:4])[CH3:5])[c:6]1[n:7][c:8]2[cH:9][c:10]([Cl:24])[cH:11][cH:12][c:13]2[c:14](=[O:23])[n:15]1[CH2:16][c:17]1[cH:18][cH:19][cH:20][cH:21][cH:22]1.[Na+:51]>>[NH:1]([CH:2]([CH:3]([CH3:4])[CH3:5])[c:6]1[n:7][c:8]2[cH:9][c:10]([Cl:24])[cH:11][cH:12][c:13]2[c:14](=[O:23])[n:15]1[CH2:16][c:17]1[cH:18][cH:19][cH:20][cH:21][cH:22]1)[CH2:33][C:32]([NH:31][C:30]([O:29][C:25]([CH3:26])([CH3:27])[CH3:28])=[O:37])([CH3:35])[CH3:36]. The reactants are S(=O)(Cl)Cl (Thionyl chloride), NC1=C2N=C(N(C2=NC(=N1)I)CCCC(=O)O)C1=CC(=CC=C1)F (4-[6-amino-8-(3-fluorophenyl)-2-iodo-9H-9-purinyl]butanoic acid), CO (methanol). Conditions: temperature 2.5 celsius. Product: NC1=C2N=C(N(C2=NC(=N1)I)CCCC(=O)OC)C1=CC(=CC=C1)F (Methyl 4-[6-amino-8-(3-fluorophenyl)-2-iodo-9H-9-purinyl]butanoate). Isolated yield 100.0%. Reaction SMILES: S(Cl)(Cl)=O.[NH2:5][C:6]1[N:14]=[C:13]([I:15])[N:12]=[C:11]2[C:7]=1[N:8]=[C:9]([C:22]1[CH:27]=[CH:26][CH:25]=[C:24]([F:28])[CH:23]=1)[N:10]2[CH2:16][CH2:17][CH2:18][C:19]([OH:21])=[O:20].[CH3:29]O>>[NH2:5][C:6]1[N:14]=[C:13]([I:15])[N:12]=[C:11]2[C:7]=1[N:8]=[C:9]([C:22]1[CH:27]=[CH:26][CH:25]=[C:24]([F:28])[CH:23]=1)[N:10]2[CH2:16][CH2:17][CH2:18][C:19]([O:21][CH3:29])=[O:20]. Reported procedure: Thionyl chloride (1.2 ml) was added dropwise into a mixture of 1.41 g of 4-[6-amino-8-(3-fluorophenyl)-2-iodo-9H-9-purinyl]butanoic acid and 75 ml of methanol over 15 minutes during the mixture was stirred at 0-5° C. in a nitrogen stream. This was raised to room temperature and stirred for 45 minutes and the solvent was evaporated. The resulting residue was dissolved in ethyl acetate and then the solution was washed with a saturated aqueous solution of sodium bicarbonate twice and then with brin... Starting materials: BrC=1C=C2C(=C(C=NC2=CC1)S(=O)(=O)C)N1CCC(CC1)C(C)N(C)C (1-{1-[6-bromo-3-(methylsulfonyl)quinolin-4-yl]piperidin-4-yl}-N,N-dimethylethanamine), ClC1=C(C(=CC(=C1)B1OC(C(O1)(C)C)(C)C)OC)O (2-chloro-6-methoxy-4-(4,4,5,5-tetramethyl-1,3,2-dioxaborolan-2-yl)phenol). The product is ClC1=C(C(=CC(=C1)C=1C=C2C(=C(C=NC2=CC1)S(=O)(=O)C)N1CCC(CC1)C(C)N(C)C)OC)O (2-Chloro-4-[4-{4-[1-(dimethylamino)ethyl]piperidin-1-yl}-3-(methylsulfonyl)quinolin-6-yl]-6-methoxyphenol). Isolated yield 55.2%. RXN SMILES: Br[C:2]1[CH:3]=[C:4]2[C:9](=[CH:10][CH:11]=1)[N:8]=[CH:7][C:6]([S:12]([CH3:15])(=[O:14])=[O:13])=[C:5]2[N:16]1[CH2:21][CH2:20][CH:19]([CH:22]([N:24]([CH3:26])[CH3:25])[CH3:23])[CH2:18][CH2:17]1.[Cl:27][C:28]1[CH:33]=[C:32](B2OC(C)(C)C(C)(C)O2)[CH:31]=[C:30]([O:43][CH3:44])[C:29]=1[OH:45]>>[Cl:27][C:28]1[CH:33]=[C:32]([C:2]2[CH:3]=[C:4]3[C:9](=[CH:10][CH:11]=2)[N:8]=[CH:7][C:6]([S:12]([CH3:15])(=[O:13])=[O:14])=[C:5]3[N:16]2[CH2:17][CH2:18][CH:19]([CH:22]([N:24]([CH3:26])[CH3:25])[CH3:23])[CH2:20][CH2:21]2)[CH:31]=[C:30]([O:43][CH3:44])[C:29]=1[OH:45]. Procedure details: Following general procedure D, 1-{1-[6-bromo-3-(methylsulfonyl)quinolin-4-yl]piperidin-4-yl}-N,N-dimethylethanamine (35 mg, 0.079 mmol) was reacted with 2-chloro-6-methoxy-4-(4,4,5,5-tetramethyl-1,3,2-dioxaborolan-2-yl)phenol (43 mg, 0.150 mmol) to afford the desired product (22.6 mg, 55%) as a yellow solid: 1H NMR (500 MHz, CD3OD) δ 9.22 (s, 1H), 8.41 (s, 1H), 8.20-8.15 (m, 2H), 7.33 (d, J=2.1 Hz, 1H), 7.25 (d, J=2.1 Hz, 1H), 4.00 (s, 3H), 3.71 (t, J=11.8 Hz, 2H), 3.56 (d, J=11.9 Hz, 2H), 3.49-... The reactants are B(ONC1=CC=CC=C1)([O-])[O-] (anilino borate), 2(a), ClC=1C2=C(N=CN1)N(C=C2I)C2CCCC2 (4-chloro-7-cyclopentyl-5-iodo-7H-pyrrolo[2,3-d]pyrimidine), C([O-])([O-])=O.[Na+].[Na+] (sodium carbonate). Reagents/catalysts: C=1C=CC(=CC1)[P](C=2C=CC=CC2)(C=3C=CC=CC3)[Pd]([P](C=4C=CC=CC4)(C=5C=CC=CC5)C=6C=CC=CC6)([P](C=7C=CC=CC7)(C=8C=CC=CC8)C=9C=CC=CC9)[P](C=1C=CC=CC1)(C=1C=CC=CC1)C=1C=CC=CC1 (tetrakis(triphenylphosphine)palladium). Run in COCCOC (ethylene glycol dimethyl ether), O (water). Yields the product ClC=1C2=C(N=CN1)N(C=C2C2=CC=C(C=C2)N)C2CCCC2 (4-chloro-7-cyclopentyl-5-(4-aminophenyl)-7H-pyrrolo[2,3-d]pyrimidine). As a reaction SMILES: B([O-])([O-])O[NH:3][C:4]1[CH:9]=[CH:8][CH:7]=[CH:6][CH:5]=1.[Cl:12][C:13]1[C:14]2[C:21](I)=[CH:20][N:19]([CH:23]3[CH2:27][CH2:26][CH2:25][CH2:24]3)[C:15]=2[N:16]=[CH:17][N:18]=1.C(=O)([O-])[O-].[Na+].[Na+]>COCCOC.O.C1C=CC([P]([Pd]([P](C2C=CC=CC=2)(C2C=CC=CC=2)C2C=CC=CC=2)([P](C2C=CC=CC=2)(C2C=CC=CC=2)C2C=CC=CC=2)[P](C2C=CC=CC=2)(C2C=CC=CC=2)C2C=CC=CC=2)(C2C=CC=CC=2)C2C=CC=CC=2)=CC=1>[Cl:12][C:13]1[C:14]2[C:21]([C:7]3[CH:8]=[CH:9][C:4]([NH2:3])=[CH:5][CH:6]=3)=[CH:20][N:19]([CH:23]3[CH2:27][CH2:26][CH2:25][CH2:24]3)[C:15]=2[N:16]=[CH:17][N:18]=1 |f:2.3.4,^1:44,46,65,84|. Procedure: Compounds 270 to 282 were synthesized using the following methods. Route 1 a) A mixture of the appropriate bromoarylsulphonamide (0.735 mmol), bispinacolatodiborane (0.225 g, 0.88 mmol), [1.1′-bis(diphenylphosphino)ferrocene]dichloropalladium (II) complex with dichloromethane (1:1) (2 mg, 0.002 mol) and potassium acetate (0.216 g, 2.205 mol) in N,N-dimethylformamide (5 mL) was heated at 100° C. under an atmosphere of nitrogen for 16 hours. The mixture was allowed to cool to ambient temperature a... Reactants: C1=CC(=CC=C1NCS(=O)[O-])S(=O)(=O)C=2C=CC(=CC2)NCS(=O)[O-].[Na+].[Na+] (sulfoxone sodium), O=C1C(O)=C([O-])[C@H](O1)[C@@H](O)CO.[Na+] (sodium ascorbate), C[C@H]1[C@@]([C@H]([C@@H](O1)O[C@@H]2[C@H]([C@@H]([C@H]([C@@H]([C@H]2O)O)N=C(N)N)O)N=C(N)N)O[C@H]3[C@H]([C@@H]([C@H]([C@@H](O3)CO)O)O)NC)(C=O)O.OS(=O)(=O)O (streptomycin sulfate). Yields the product C1=CC(=CC=C1NCS(=O)O)S(=O)(=O)C=2C=CC(=CC2)NCS(=O)O (Sulfoxone). As a reaction SMILES: [CH:1]1[C:6]([NH:7][CH2:8][S:9]([O-:11])=[O:10])=[CH:5][CH:4]=[C:3]([S:12]([C:15]2[CH:16]=[CH:17][C:18]([NH:21][CH2:22][S:23]([O-:25])=[O:24])=[CH:19][CH:20]=2)(=[O:14])=[O:13])[CH:2]=1.[Na+].[Na+].O=C1O[C@H]([C@H](CO)O)C([O-])=C1O.[Na+].C[C@@H]1O[C@@H](O[C@H]2[C@H](O)[C@@H](O)[C@H](N=C(N)N)[C@@H](O)[C@@H]2N=C(N)N)[C@H](O[C@@H]2O[C@@H](CO)[C@H](O)[C@@H](O)[C@@H]2NC)[C@@]1(O)C=O.OS(O)(=O)=O>>[CH:19]1[C:18]([NH:21][CH2:22][S:23]([OH:25])=[O:24])=[CH:17][CH:16]=[C:15]([S:12]([C:3]2[CH:2]=[CH:1][C:6]([NH:7][CH2:8][S:9]([OH:11])=[O:10])=[CH:5][CH:4]=2)(=[O:14])=[O:13])[CH:20]=1 |f:0.1.2,3.4,5.6|. Procedure details: Similarly, repeating the above procedure but replacing the sulfoxone sodium and sodium ascorbate with 50 mg/ml streptomycin sulfate, synthetic lipid vesicles are obtained encapsulating such material, for use as an antibacterial preparation for applications to plants. The reactants are [Br-], CC[Mg+], O=CC1CCC2(CC1)OCCO2. Yields the product CCC(O)C1CCC2(CC1)OCCO2. RXN SMILES: [Br-:13].[CH2:14]([CH3:15])[Mg+:16].[O:1]1[CH2:2][CH2:3][O:4][C:5]12[CH2:6][CH2:7][CH:8]([CH:11]=[O:12])[CH2:9][CH2:10]2>>[O:1]1[CH2:2][CH2:3][O:4][C:5]12[CH2:6][CH2:7][CH:8]([CH:11]([OH:12])[CH2:14][CH3:15])[CH2:9][CH2:10]2.